Dataset: the Open Reaction Database (ORD), a public repository of structured organic reaction records. Task: describe an organic reaction: reactants, conditions, products, and yield Starting materials: 69.3, BrCC1=CC=C2C(=NC(N(C2=C1)C(C)C)=O)C1=CC=CC=C1 (7-bromomethyl-1-isopropyl-4-phenyl-2(1H)-quinazolinone), C([O-])([O-])=O.[Na+].[Na+] (sodium carbonate), CO (methanol), [OH-].[Na+] (sodium hydroxide). The solvent is C(Cl)(Cl)Cl.C1=CC=CC=C1 (chloroform benzene), O (water), mixture. Yields the product OCC1=CC=C2C(=NC(N(C2=C1)C(C)C)=O)C1=CC=CC=C1 (7-hydroxymethyl-1-isopropyl-4-phenyl-2(1H)-quinazolinone). As a reaction SMILES: Br[CH2:2][C:3]1[CH:12]=[C:11]2[C:6]([C:7]([C:17]3[CH:22]=[CH:21][CH:20]=[CH:19][CH:18]=3)=[N:8][C:9](=[O:16])[N:10]2[CH:13]([CH3:15])[CH3:14])=[CH:5][CH:4]=1.C(=O)([O-])[O-:24].[Na+].[Na+].CO.[OH-].[Na+]>C(Cl)(Cl)Cl.C1C=CC=CC=1.O>[OH:24][CH2:2][C:3]1[CH:12]=[C:11]2[C:6]([C:7]([C:17]3[CH:22]=[CH:21][CH:20]=[CH:19][CH:18]=3)=[N:8][C:9](=[O:16])[N:10]2[CH:13]([CH3:15])[CH3:14])=[CH:5][CH:4]=1 |f:1.2.3,5.6,7.8|. Procedure details: A mixture of 69.3 of crude 7-bromomethyl-1-isopropyl-4-phenyl-2(1H)-quinazolinone (obtained by repeating Step A, above), 500 ml of a 10% aqueous sodium carbonate solution and 500 ml of methanol is refluxed for 8 hours, cooled, diluted by addition of 200 ml of distilled water containing 6 ml of 10N sodium hydroxide solution, and the resulting mixture extracted 3 times each with 400 ml of chloroform. Each extract is then washed twice with 200 ml portions of distilled water. The organic extracts ar... The yield is 46.4%. Starting materials: BrC=1C=C(C(=NC1)N)[N+](=O)[O-] (5-bromo-3-nitropyridine-2-amine), C1(=CC=CC=C1)B(O)O (phenylboronic acid), C([O-])([O-])=O.[Na+].[Na+] (sodium carbonate). Reaction SMILES: Br[C:2]1[CH:3]=[C:4]([N+:9]([O-:11])=[O:10])[C:5]([NH2:8])=[N:6][CH:7]=1.[C:12]1(B(O)O)[CH:17]=[CH:16][CH:15]=[CH:14][CH:13]=1.C(=O)([O-])[O-].[Na+].[Na+]>C1C=CC([P]([Pd]([P](C2C=CC=CC=2)(C2C=CC=CC=2)C2C=CC=CC=2)([P](C2C=CC=CC=2)(C2C=CC=CC=2)C2C=CC=CC=2)[P](C2C=CC=CC=2)(C2C=CC=CC=2)C2C=CC=CC=2)(C2C=CC=CC=2)C2C=CC=CC=2)=CC=1.C(COC)OC>[N+:9]([C:4]1[C:5]([NH2:8])=[N:6][CH:7]=[C:2]([C:12]2[CH:17]=[CH:16][CH:15]=[CH:14][CH:13]=2)[CH:3]=1)([O-:11])=[O:10] |f:2.3.4,^1:30,32,51,70|. Run in C(OC)COC (dimethoxyethane). Reagents/catalysts: C=1C=CC(=CC1)[P](C=2C=CC=CC2)(C=3C=CC=CC3)[Pd]([P](C=4C=CC=CC4)(C=5C=CC=CC5)C=6C=CC=CC6)([P](C=7C=CC=CC7)(C=8C=CC=CC8)C=9C=CC=CC9)[P](C=1C=CC=CC1)(C=1C=CC=CC1)C=1C=CC=CC1 (tetrakis(triphenylphosphine)palladium(0)). Procedure details: A mixture of 5-bromo-3-nitropyridine-2-amine (10 g), phenylboronic acid (8.39 g), tetrakis(triphenylphosphine)palladium(0) (5.3 g), 2N aqueous sodium carbonate solution (100 ml) and dimethoxyethane (500 ml) was heated under reflux under an argon atmosphere for 5 hr. The insoluble material was removed by filtration, and the filtrate was concentrated, diluted with water and extracted with ethyl acetate. The extract was washed with water, dried over magnesium sulfate and concentrated. The obtained ... Product: [N+](=O)([O-])C=1C(=NC=C(C1)C1=CC=CC=C1)N (3-nitro-5-phenylpyridine-2-amine). The reactants are [Br-], COC(=O)C(=O)c1ccc(OC2CCN(C(=O)OC(C)(C)C)C2)cc1, N#Cc1ccc2[nH]c(C[P+](c3ccccc3)(c3ccccc3)c3ccccc3)cc2c1, CO, C1CCOC1. Yields the product COC(=O)C(Cc1cc2cc(C#N)ccc2[nH]1)c1ccc(OC2CCN(C(=O)OC(C)(C)C)C2)cc1. RXN SMILES: [Br-:6].[C:38]([CH3:39])([CH3:40])([CH3:41])[O:42][C:43](=[O:44])[N:45]1[CH2:46][CH:47]([O:50][c:51]2[cH:52][cH:53][c:54]([C:57]([C:58](=[O:59])[O:60][CH3:61])=[O:62])[cH:55][cH:56]2)[CH2:48][CH2:49]1.[C:7](#[N:8])[c:9]1[cH:10][c:11]2[cH:12][c:13]([CH2:18][P+:19]([c:20]3[cH:21][cH:22][cH:23][cH:24][cH:25]3)([c:26]3[cH:27][cH:28][cH:29][cH:30][cH:31]3)[c:32]3[cH:33][cH:34][cH:35][cH:36][cH:37]3)[nH:14][c:15]2[cH:16][cH:17]1.[CH3:63][OH:64].[O:1]1[CH2:2][CH2:3][CH2:4][CH2:5]1>>[C:7](#[N:8])[c:9]1[cH:10][c:11]2[cH:12][c:13]([CH2:18][CH:57]([c:54]3[cH:53][cH:52][c:51]([O:50][CH:47]4[CH2:46][N:45]([C:43]([O:42][C:38]([CH3:39])([CH3:40])[CH3:41])=[O:44])[CH2:49][CH2:48]4)[cH:56][cH:55]3)[C:58](=[O:59])[O:60][CH3:61])[nH:14][c:15]2[cH:16][cH:17]1. Starting materials: CC(=O)OCC1CN2CCN(c3cc(-c4ccc(F)cc4C)c(N(C)C(=O)C(C)(C)c4cc(C(F)(F)F)cc(C(F)(F)F)c4)cn3)CC2CN1C(C)=O, C1CCOC1, [Na+], [OH-], O. Yields the product CC(=O)N1CC2CN(c3cc(-c4ccc(F)cc4C)c(N(C)C(=O)C(C)(C)c4cc(C(F)(F)F)cc(C(F)(F)F)c4)cn3)CCN2CC1CO. RXN SMILES: [C:1](=[O:2])([CH3:3])[O:4][CH2:5][CH:6]1[N:7]([C:51]([CH3:52])=[O:53])[CH2:8][CH:9]2[N:10]([CH2:11]1)[CH2:12][CH2:13][N:14]([c:16]1[n:17][cH:18][c:19]([N:30]([CH3:31])[C:32]([C:33]([CH3:34])([CH3:35])[c:36]3[cH:37][c:38]([C:46]([F:47])([F:48])[F:49])[cH:39][c:40]([C:42]([F:43])([F:44])[F:45])[cH:41]3)=[O:50])[c:20](-[c:22]3[c:23]([CH3:29])[cH:24][c:25]([F:28])[cH:26][cH:27]3)[cH:21]1)[CH2:15]2.[CH2:56]1[O:57][CH2:58][CH2:59][CH2:60]1.[Na+:55].[OH-:54].[OH2:61]>>[OH:4][CH2:5][CH:6]1[N:7]([C:51]([CH3:52])=[O:53])[CH2:8][CH:9]2[N:10]([CH2:11]1)[CH2:12][CH2:13][N:14]([c:16]1[n:17][cH:18][c:19]([N:30]([CH3:31])[C:32]([C:33]([CH3:34])([CH3:35])[c:36]3[cH:37][c:38]([C:46]([F:47])([F:48])[F:49])[cH:39][c:40]([C:42]([F:43])([F:44])[F:45])[cH:41]3)=[O:50])[c:20](-[c:22]3[c:23]([CH3:29])[cH:24][c:25]([F:28])[cH:26][cH:27]3)[cH:21]1)[CH2:15]2. Reactants: N=C(N)N1CCC(CCC(=O)O)CC1, Cl. Yields the product N=C(N)N1CCC(CCC(=O)O)CC1, Cl. As a reaction SMILES: [C:1]([NH2:2])(=[NH:3])[N:4]1[CH2:5][CH2:6][CH:7]([CH2:10][CH2:11][C:12](=[O:13])[OH:14])[CH2:8][CH2:9]1.[ClH:15]>>[C:1](=[NH:2])([NH2:3])[N:4]1[CH2:5][CH2:6][CH:7]([CH2:10][CH2:11][C:12](=[O:13])[OH:14])[CH2:8][CH2:9]1.[ClH:15]. Reactants: C(CCC)[Li] (1-butyllithium), C(CCC)N1N=NC2=C1C=CC(=C2)C=O (1-butyl-1H-benzotriazole-5-carboxaldehyde), BrC1=CSC=C1 (3-bromothiophene), ice water. Run in CCCCCC (hexane), O(CC)CC (1,1'-oxybisethane), O(CC)CC (1,1'-oxybisethane). Product: C(CCC)N1N=NC2=C1C=CC(=C2)C(O)C2=CSC=C2 (1-butyl-α-(3-thienyl)-1H-benzotriazole-5-methanol). The yield is 58.9%. RXN SMILES: Br[C:2]1[CH:6]=[CH:5][S:4][CH:3]=1.C([Li])CCC.[CH2:12]([N:16]1[C:20]2[CH:21]=[CH:22][C:23]([CH:25]=[O:26])=[CH:24][C:19]=2[N:18]=[N:17]1)[CH2:13][CH2:14][CH3:15]>CCCCCC.O(CC)CC>[CH2:12]([N:16]1[C:20]2[CH:21]=[CH:22][C:23]([CH:25]([C:2]3[CH:6]=[CH:5][S:4][CH:3]=3)[OH:26])=[CH:24][C:19]=2[N:18]=[N:17]1)[CH2:13][CH2:14][CH3:15]. Procedure details: To a stirred and cooled (-78° C.) solution of 7.2 parts of 3-bromothiophene in 70 parts of 1,1'-oxybisethane were added 30 parts of a 1-butyllithium solution 1.6M in hexane. After stirring for 20 minutes at this low temperature, a solution of 6 parts of 1-butyl-1H-benzotriazole-5-carboxaldehyde in 1,1'-oxybisethane was added to the previous mixture. The reaction mixture was stirred for 2 hours at -78°~-'° C. The whole was poured into 200 parts of ice water and the product was extracted three tim... The reactants are P(OC1=CC=CC=C1)(OC1=CC=CC=C1)(=O)N=[N+]=[N-] (Diphenyl phosphorazidate), [Si](C1=CC=CC=C1)(C1=CC=CC=C1)(C(C)(C)C)OC1CC2C(C2C1)C1=CC(=NN1C(C)C)C(=O)O (5-(3-((tert-butyldiphenylsilyl)oxy)bicyclo[3.1.0]hexan-6-yl)-1-isopropyl-1H-pyrazole-3-carboxylic acid), C(C)(C)N(CC)C(C)C (diisopropylethylamine), C(C1=CC=CC=C1)O (benzyl alcohol). The solvent is C1(=CC=CC=C1)C (toluene). Reaction conditions: temperature 100 celsius, time 16 hour. Product: [Si](C1=CC=CC=C1)(C1=CC=CC=C1)(C(C)(C)C)OC1CC2C(C2C1)C1=CC(=NN1C(C)C)NC(OCC1=CC=CC=C1)=O (benzyl (5-(3-((tert-butyldiphenylsilyl)oxy)bicyclo[3.1.0]hexan-6-yl)-1-isopropyl-1H-pyrazol-3-yl)carbamate). Yield: 89.0%. As a reaction SMILES: [Si:1]([O:18][CH:19]1[CH2:24][CH:23]2[CH:21]([CH:22]2[C:25]2[N:29]([CH:30]([CH3:32])[CH3:31])[N:28]=[C:27](C(O)=O)[CH:26]=2)[CH2:20]1)([C:14]([CH3:17])([CH3:16])[CH3:15])([C:8]1[CH:13]=[CH:12][CH:11]=[CH:10][CH:9]=1)[C:2]1[CH:7]=[CH:6][CH:5]=[CH:4][CH:3]=1.C([N:39]([CH:42](C)C)CC)(C)C.[CH2:45]([OH:52])[C:46]1[CH:51]=[CH:50][CH:49]=[CH:48][CH:47]=1.P(N=[N+]=[N-])(=O)(OC1C=CC=CC=1)[O:54]C1C=CC=CC=1>C1(C)C=CC=CC=1>[Si:1]([O:18][CH:19]1[CH2:20][CH:21]2[CH:23]([CH:22]2[C:25]2[N:29]([CH:30]([CH3:32])[CH3:31])[N:28]=[C:27]([NH:39][C:42](=[O:54])[O:52][CH2:45][C:46]3[CH:51]=[CH:50][CH:49]=[CH:48][CH:47]=3)[CH:26]=2)[CH2:24]1)([C:14]([CH3:17])([CH3:15])[CH3:16])([C:8]1[CH:9]=[CH:10][CH:11]=[CH:12][CH:13]=1)[C:2]1[CH:7]=[CH:6][CH:5]=[CH:4][CH:3]=1. Procedure details: A 500 mL three-neck flask was charged with 5-(3-((tert-butyldiphenylsilyl)oxy)bicyclo[3.1.0]hexan-6-yl)-1-isopropyl-1H-pyrazole-3-carboxylic acid (26 g, 53 mmol), diisopropylethylamine (14 mL, 0.080 mol), benzyl alcohol (17.26 g, 159.6 mmol) and anhydrous toluene (300 mL). The reaction mixture was purged with nitrogen for 2 min and heated to 100° C. Diphenyl phosphorazidate (17.2 mL, 79.85 mmol) was added dropwise to the reaction mixture, and the reaction was maintained at 100° C. After 16 h, th... RXN SMILES: [Br:1][c:2]1[cH:3][c:4]([N:22]([CH:23]2[CH2:24][CH2:25][O:26][CH2:27][CH2:28]2)[CH2:29][CH3:30])[c:5]([CH3:21])[c:6]([C:7](=[O:8])[NH:9][CH2:10][c:11]2[c:12](=[O:19])[nH:13][c:14]([CH3:18])[cH:15][c:16]2[CH3:17])[cH:20]1.[C:53](=[O:54])([O-:55])[O-:56].[CH3:31][C:32]1([CH3:33])[C:34]([CH3:35])([CH3:36])[O:37][B:38]([c:39]2[cH:40][cH:41][c:42]([CH2:43][N:44]3[CH2:45][CH2:46][O:47][CH2:48][CH2:49]3)[cH:50][cH:51]2)[O:52]1.[Na+:57].[Na+:58].[O:60]1[CH2:61][CH2:62][O:63][CH2:64][CH2:65]1.[OH2:59]>>[c:2]1(-[c:39]2[cH:40][cH:41][c:42]([CH2:43][N:44]3[CH2:45][CH2:46][O:47][CH2:48][CH2:49]3)[cH:50][cH:51]2)[cH:3][c:4]([N:22]([CH:23]2[CH2:24][CH2:25][O:26][CH2:27][CH2:28]2)[CH2:29][CH3:30])[c:5]([CH3:21])[c:6]([C:7](=[O:8])[NH:9][CH2:10][c:11]2[c:12](=[O:19])[nH:13][c:14]([CH3:18])[cH:15][c:16]2[CH3:17])[cH:20]1. Reactants: CCN(c1cc(Br)cc(C(=O)NCc2c(C)cc(C)[nH]c2=O)c1C)C1CCOCC1, O=C([O-])[O-], CC1(C)OB(c2ccc(CN3CCOCC3)cc2)OC1(C)C, [Na+], [Na+], C1COCCO1, O. Product: CCN(c1cc(-c2ccc(CN3CCOCC3)cc2)cc(C(=O)NCc2c(C)cc(C)[nH]c2=O)c1C)C1CCOCC1. Reactants: CC(C[C@@H](C(=O)OCC1=CC=CC=C1)N(C([C@H](CCC1=CC=CC=C1)NC(CN1CCOCC1)=O)=O)COC(C(C)(C)C)=O)C ((S)-benzyl 4-methyl-2-((S)-2-(2-morpholinoacetamido)-4-phenyl-N-((pivaloyloxy)methyl)butanamido)pentanoate). Reagents/catalysts: [Pd] (Pd/C). The solvent is CO.O (MeOH water), CO (MeOH). Conditions: time 8 hour. Product: CC(C[C@@H](C(=O)O)N(C([C@H](CCC1=CC=CC=C1)NC(CN1CCOCC1)=O)=O)COC(C(C)(C)C)=O)C ((S)-4-Methyl-2-((S)-2-(2-morpholinoacetamido)-4-phenyl-N-((pivaloyloxy)methyl)butanamido)pentanoic acid). Isolated yield 92.4%. Reaction SMILES: [CH3:1][CH:2]([CH3:45])[CH2:3][C@H:4]([N:15]([CH2:37][O:38][C:39](=[O:44])[C:40]([CH3:43])([CH3:42])[CH3:41])[C:16](=[O:36])[C@@H:17]([NH:26][C:27](=[O:35])[CH2:28][N:29]1[CH2:34][CH2:33][O:32][CH2:31][CH2:30]1)[CH2:18][CH2:19][C:20]1[CH:25]=[CH:24][CH:23]=[CH:22][CH:21]=1)[C:5]([O:7]CC1C=CC=CC=1)=[O:6]>CO.O.CO.[Pd]>[CH3:1][CH:2]([CH3:45])[CH2:3][C@H:4]([N:15]([CH2:37][O:38][C:39](=[O:44])[C:40]([CH3:43])([CH3:42])[CH3:41])[C:16](=[O:36])[C@@H:17]([NH:26][C:27](=[O:35])[CH2:28][N:29]1[CH2:34][CH2:33][O:32][CH2:31][CH2:30]1)[CH2:18][CH2:19][C:20]1[CH:25]=[CH:24][CH:23]=[CH:22][CH:21]=1)[C:5]([OH:7])=[O:6] |f:1.2|. Procedure: Referring to FIG. 45, a slurry of Pd/C (10%) (200 mg) in MeOH/water (9:1) (10 mL) was added to a solution of (S)-benzyl 4-methyl-2-((S)-2-(2-morpholinoacetamido)-4-phenyl-N-((pivaloyloxy)methyl)butanamido)pentanoate (440 mg, 0.7 mmol) in MeOH (100 mL) and the suspension was stirred overnight under an atmosphere of hydrogen at RT. The reaction mixture was filtered over Celite, washed with MeOH and concentrated in vacuo to yield product (345 mg, 92%) as a colorless oil. The reactants are crude material, Cl (hydrochloric acid), C[C@H]1CC[C@@]2([C@H]([C@H]3[C@@H](O2)C[C@@H]4[C@@]3(CC[C@H]5[C@H]4CC[C@H]6[C@@]5(CC[C@@H](C6)O[C@H]7[C@@H]([C@H]([C@@H]([C@H](O7)CO[C@H]8[C@@H]([C@H]([C@@H]([C@H](O8)CO)O)O)O)O[C@H]9[C@@H]([C@@H]([C@H]([C@@H](O9)C)O)O)O)O)O[C@H]2[C@@H]([C@H]([C@@H]([C@H](O2)CO)O)O)O)C)C)C)OC1 (sarsasaponin), C(C)(C)O (isopropanol), Cl (hydrochloric acid), C (charcoal). Run in O (water), CCCCCC (n-hexane), C1(=CC=CC=C1)C (toluene), O (water), O (water). Reaction conditions: time 1.5 hour. The product is C[C@H]1CC[C@@]2([C@H]([C@H]3[C@@H](O2)C[C@@H]4[C@@]3(CC[C@H]5[C@H]4CC[C@H]6[C@@]5(CC[C@@H](C6)O)C)C)C)OC1 (sarsasapogenin). Yield: 89.0%. Reaction SMILES: [CH3:1][C@@H:2]1[CH2:73][O:72][C@@:5]2([O:9][C@H:8]3[CH2:10][C@H:11]4[C@@H:16]5[CH2:17][CH2:18][C@@H:19]6[CH2:24][C@@H:23]([O:25][C@@H]7O[C@H](CO[C@@H]8O[C@H](CO)[C@@H](O)[C@H](O)[C@H]8O)[C@@H](O[C@@H]8O[C@@H](C)[C@H](O)[C@@H](O)[C@H]8O)[C@H](O)[C@H]7O[C@@H]7O[C@H](CO)[C@@H](O)[C@H](O)[C@H]7O)[CH2:22][CH2:21][C@:20]6([CH3:69])[C@H:15]5[CH2:14][CH2:13][C@:12]4([CH3:70])[C@H:7]3[C@@H:6]2[CH3:71])[CH2:4][CH2:3]1.C(O)(C)C.Cl.C>O.C1(C)C=CC=CC=1.CCCCCC>[CH3:1][C@@H:2]1[CH2:73][O:72][C@@:5]2([O:9][C@H:8]3[CH2:10][C@H:11]4[C@@H:16]5[CH2:17][CH2:18][C@@H:19]6[CH2:24][C@@H:23]([OH:25])[CH2:22][CH2:21][C@:20]6([CH3:69])[C@H:15]5[CH2:14][CH2:13][C@:12]4([CH3:70])[C@H:7]3[C@@H:6]2[CH3:71])[CH2:4][CH2:3]1. Procedure details: A mixture of 1004 parts of crude sarsasaponin, 1560 parts of isopropanol, 225 parts of water and 298 parts of concentrated hydrochloric acid is heated at reflux for 2 hours. Then, an additional 166 parts of concentrated hydrochloric acid dissolved in 400 parts of water is added and refluxing continued for a further 1.5 hour. The reaction mixture is diluted to 12,000 parts by volume with water and ice and the resulting precipitate collected, washed with water and air-dried to afford crude sarsasa...